From a dataset of the Open Reaction Database (ORD), a public repository of structured organic reaction records. describe an organic reaction: reactants, conditions, products, and yield Starting materials: NCCCOC=1C=C(C=CC1)C1=CC2=NC=CC(=C2S1)OC1=C(C=C(C=C1)NC(CC(=O)NC1=C(C=CC=C1)OC)=O)F (N1-(4-(2-(3-(3-Aminopropoxy)phenyl)thieno[3,2-b]pyridin-7-yloxy)-3-fluorophenyl)-N3-(2-methoxyphenyl)malonamide), N1(N=CC=C1)C(=N)N (pyrazole-1-carboxamidine), CCN(C(C)C)C(C)C (Hunigs base). Solvent: CN(C)C=O (DMF), ClCCl.CO (dichloromethane methanol). The product is FC=1C=C(C=CC1OC1=C2C(=NC=C1)C=C(S2)C2=CC(=CC=C2)OCCCNC(=N)N)NC(CC(=O)NC2=C(C=CC=C2)OC)=O (N1-(3-Fluoro-4-(2-(3-(3-guanidinopropoxy)phenyl)thieno[3,2-b]pyridin-7-yloxy)phenyl)-N3-(2-methoxyphenyl)malonamide). Yield: 87.5%. RXN SMILES: [NH2:1][CH2:2][CH2:3][CH2:4][O:5][C:6]1[CH:7]=[C:8]([C:12]2[S:20][C:19]3[C:14](=[N:15][CH:16]=[CH:17][C:18]=3[O:21][C:22]3[CH:27]=[CH:26][C:25]([NH:28][C:29](=[O:42])[CH2:30][C:31]([NH:33][C:34]4[CH:39]=[CH:38][CH:37]=[CH:36][C:35]=4[O:40][CH3:41])=[O:32])=[CH:24][C:23]=3[F:43])[CH:13]=2)[CH:9]=[CH:10][CH:11]=1.[N:44]1([C:49](N)=[NH:50])C=CC=N1.CCN(C(C)C)C(C)C>CN(C=O)C.ClCCl.CO>[F:43][C:23]1[CH:24]=[C:25]([NH:28][C:29](=[O:42])[CH2:30][C:31]([NH:33][C:34]2[CH:39]=[CH:38][CH:37]=[CH:36][C:35]=2[O:40][CH3:41])=[O:32])[CH:26]=[CH:27][C:22]=1[O:21][C:18]1[CH:17]=[CH:16][N:15]=[C:14]2[CH:13]=[C:12]([C:8]3[CH:9]=[CH:10][CH:11]=[C:6]([O:5][CH2:4][CH2:3][CH2:2][NH:1][C:49]([NH2:50])=[NH:44])[CH:7]=3)[S:20][C:19]=12 |f:4.5|. Reported procedure: Amine 367 (0.095 g, 0.16 mmol), pyrazole-1-carboxamidine (60 mg, 0.41 mmol), and Hunigs base (0.07 g, 0.5 mmol) were stirred in dry DMF (10 mL) for 48 h at r.t. The mixture was then partitioned between ethyl acetate and water. The aqueous phase was collected and treated with brine; a precipitate was formed which was isolated by suction filtration. The resulting solid was re-dissolved in 1:1 dichloromethane/methanol, filtered, and the filtrate was concentrated to afford 361 as a solid (90 mg, 87%... Reactants: CN(C)C=O, [Cl-], CSc1nsc(Cl)n1, [H-], [Na+], [Na+], OCc1ccco1. Yields the product CSc1nsc(OCc2ccco2)n1. Reaction SMILES: [CH3:20][N:21]([CH3:22])[CH:23]=[O:24].[Cl-:19].[Cl:1][c:2]1[n:3][c:4]([S:7][CH3:8])[n:5][s:6]1.[H-:16].[Na+:17].[Na+:18].[o:9]1[c:10]([CH2:14][OH:15])[cH:11][cH:12][cH:13]1>>[c:2]1([O:15][CH2:14][c:10]2[o:9][cH:13][cH:12][cH:11]2)[n:3][c:4]([S:7][CH3:8])[n:5][s:6]1. The reactants are CC(=O)N1CCc2cc(Br)ccc21, O=C([O-])[O-], Cl, [Na+], [Na+]. Product: Brc1ccc2c(c1)CCN2. Reaction SMILES: [Br:1][c:2]1[cH:3][c:4]2[c:8]([cH:9][cH:10]1)[N:7]([C:11](=[O:12])[CH3:13])[CH2:6][CH2:5]2.[C:14](=[O:15])([O-:16])[O-:17].[ClH:20].[Na+:18].[Na+:19]>>[Br:1][c:2]1[cH:3][c:4]2[c:8]([cH:9][cH:10]1)[NH:7][CH2:6][CH2:5]2.